describe an organic reaction: reactants, conditions, products, and yield From a dataset of the Open Reaction Database (ORD), a public repository of structured organic reaction records. Starting materials: ClC1=NC(=CC(=N1)N1[C@H](COCC1)C)C(C)(S(=O)(=O)C)C ((3S)-4-{2-Chloro-6-[1-methyl-1-(methylsulfonyl)ethyl]pyrimidin-4-yl}-3-methylmorpholine), N1CCC(CC1)NC(OC(C)(C)C)=O (tert-butyl N-(4-piperidyl)carbamate), C[C@@H]1N(CCOC1)C1=NC(=NC(=C1)CS(=O)(=O)C)N1CCC(CC1)N (1-[4-[(3S)-3-methylmorpholin-4-yl]-6-(methylsulfonylmethyl)pyrimidin-2-yl]piperidin-4-amine). Yields the product C[C@@H]1N(CCOC1)C1=NC(=NC(=C1)C(C)(C)S(=O)(=O)C)N1CCC(CC1)N (1-[4-[(3S)-3-methylmorpholin-4-yl]-6-(2-methylsulfonylpropan-2-yl)pyrimidin-2-yl]piperidin-4-amine). RXN SMILES: Cl[C:2]1[N:7]=[C:6]([N:8]2[CH2:13][CH2:12][O:11][CH2:10][C@@H:9]2[CH3:14])[CH:5]=[C:4]([C:15]([CH3:21])([S:17]([CH3:20])(=[O:19])=[O:18])[CH3:16])[N:3]=1.[NH:22]1[CH2:27][CH2:26][CH:25]([NH:28]C(=O)OC(C)(C)C)[CH2:24][CH2:23]1.C[C@H]1COCCN1C1C=C(CS(C)(=O)=O)N=C(N2CCC(N)CC2)N=1>>[CH3:14][C@H:9]1[CH2:10][O:11][CH2:12][CH2:13][N:8]1[C:6]1[CH:5]=[C:4]([C:15]([S:17]([CH3:20])(=[O:19])=[O:18])([CH3:21])[CH3:16])[N:3]=[C:2]([N:22]2[CH2:27][CH2:26][CH:25]([NH2:28])[CH2:24][CH2:23]2)[N:7]=1. Procedure: 1-[4-[(3S)-3-methylmorpholin-4-yl]-6-(2-methylsulfonylpropan-2-yl)pyrimidin-2-yl]piperidin-4-amine was prepared from (3S)-4-{2-Chloro-6-[1-methyl-1-(methylsulfonyl)ethyl]pyrimidin-4-yl}-3-methylmorpholine and tert-butyl N-(4-piperidyl)carbamate in an analogous two step procedure to 1-[4-[(3S)-3-methylmorpholin-4-yl]-6-(methylsulfonylmethyl)pyrimidin-2-yl]piperidin-4-amine. Reaction SMILES: C([O:3][C:4](=[O:39])[C@@H:5]([S:30]([C:33]1[CH:38]=[CH:37][CH:36]=[CH:35][CH:34]=1)(=[O:32])=[O:31])[CH2:6][N:7]([C:9](=[O:29])[C:10]1[CH:15]=[CH:14][C:13]([C:16]#[C:17][C:18]2[C:27]3[C:22](=[CH:23][CH:24]=[CH:25][CH:26]=3)[CH:21]=[C:20]([NH2:28])[N:19]=2)=[CH:12][CH:11]=1)[NH2:8])C.[C:40]([OH:46])([C:42]([F:45])([F:44])[F:43])=[O:41].O.CC#N>O1CCOCC1.Cl>[F:43][C:42]([F:45])([F:44])[C:40]([OH:46])=[O:41].[NH2:28][C:20]1[N:19]=[C:18]([C:17]#[C:16][C:13]2[CH:14]=[CH:15][C:10]([C:9]([N:7]([NH2:8])[CH2:6][C@H:5]([S:30]([C:33]3[CH:38]=[CH:37][CH:36]=[CH:35][CH:34]=3)(=[O:32])=[O:31])[C:4]([OH:39])=[O:3])=[O:29])=[CH:11][CH:12]=2)[C:27]2[C:22]([CH:21]=1)=[CH:23][CH:24]=[CH:25][CH:26]=2 |f:1.2.3,6.7|. Procedure details: A solution of ester 35-4 (0.46 g, 0.85 mmol) in dioxane (4 mL) and 6N HCl (8.5 mL) was heated to 60° C. overnight. Concentration yielded an orange solid. Prep. HPLC (C18, 0.1% TFA H2O/CH3CN) followed by lyophilization gave trifiuoroacetate 35-5 as an orange solid. Reactants: C(C)OC([C@H](CN(N)C(C1=CC=C(C=C1)C#CC1=NC(=CC2=CC=CC=C12)N)=O)S(=O)(=O)C1=CC=CC=C1)=O (4-[(3-Aminoisoquinolin-1-yl)ethynyl]benzoyl-2(S)-phenylsulfonyl-amino-.beta.-alanine ethyl ester), C(=O)(C(F)(F)F)O.O.CC#N (TFA H2O CH3CN). Yields the product FC(C(=O)O)(F)F.NC=1N=C(C2=CC=CC=C2C1)C#CC1=CC=C(C(=O)N(C[C@@H](C(=O)O)S(=O)(=O)C2=CC=CC=C2)N)C=C1 (4-[(3-Aminoisoquinolin-1-yl)ethynyl]benzoyl-2(S)-phenylsulfonyl-amino-.beta.-alanine trifiuoroacetate). Solvent: O1CCOCC1 (dioxane), Cl (HCl). Reactants: N#CCC(=O)O, CCOC(=O)c1c(-c2cc(C)cc(C)c2)csc1N, ClCCl, CN(C)C=O. Yields the product CCOC(=O)c1c(-c2cc(C)cc(C)c2)csc1NC(=O)CC#N. Reaction SMILES: [C:1](#[N:2])[CH2:3][C:4](=[O:5])[OH:6].[CH2:7]([CH3:8])[O:9][C:10](=[O:11])[c:12]1[c:13]([NH2:25])[s:14][cH:15][c:16]1-[c:17]1[cH:18][c:19]([CH3:24])[cH:20][c:21]([CH3:23])[cH:22]1.[Cl:26][CH2:27][Cl:28].[O:29]=[CH:30][N:31]([CH3:32])[CH3:33]>>[C:1](#[N:2])[CH2:3][C:4](=[O:5])[NH:25][c:13]1[c:12]([C:10]([O:9][CH2:7][CH3:8])=[O:11])[c:16](-[c:17]2[cH:18][c:19]([CH3:24])[cH:20][c:21]([CH3:23])[cH:22]2)[cH:15][s:14]1. Reactants: ( b ), ClCC=1SC(=CC1)Cl (2-chloromethyl-5-chlorothiophene), OC1=CC=C(C=C1)CC(C)=O (4-hydroxyphenyl acetone). Product: ClC1=CC=C(S1)COC1=CC=C(C=C1)CC(C)=O (4-[(5-Chlorothien-2-yl)methoxy]phenyl acetone). As a reaction SMILES: Cl[CH2:2][C:3]1[S:4][C:5]([Cl:8])=[CH:6][CH:7]=1.[OH:9][C:10]1[CH:15]=[CH:14][C:13]([CH2:16][C:17](=[O:19])[CH3:18])=[CH:12][CH:11]=1>>[Cl:8][C:5]1[S:4][C:3]([CH2:2][O:9][C:10]2[CH:11]=[CH:12][C:13]([CH2:16][C:17](=[O:19])[CH3:18])=[CH:14][CH:15]=2)=[CH:7][CH:6]=1. Procedure details: Prepared by the method of Example 2 (b) from 2-chloromethyl-5-chlorothiophene and 4-hydroxyphenyl acetone. Starting materials: OC=1C=CC(=NC1)C (5-hydroxy-2-methylpyridine), Cl (HCl), [Na] (sodium), C(C1=CC=CC=C1)Br (benzylbromide). The solvent is CS(=O)C (DMSO), O (water), CO (methanol), CO (methanol). Run at time 20 hour. The product is C(C1=CC=CC=C1)OC=1C=CC(=NC1)C (5-benzyloxy-2-methylpyridine). The yield is 88.0%. Reaction SMILES: [Na].[OH:2][C:3]1[CH:4]=[CH:5][C:6]([CH3:9])=[N:7][CH:8]=1.[CH2:10](Br)[C:11]1[CH:16]=[CH:15][CH:14]=[CH:13][CH:12]=1.Cl>CO.CS(C)=O.O>[CH2:10]([O:2][C:3]1[CH:4]=[CH:5][C:6]([CH3:9])=[N:7][CH:8]=1)[C:11]1[CH:16]=[CH:15][CH:14]=[CH:13][CH:12]=1 |^1:0|. Procedure details: 3.3 g of sodium were dissolved in 60 ml of methanol and stirred with 15 g of 5-hydroxy-2-methylpyridine in 230 ml of DMSO for 1 hour at a temperature of 80° to 90° C. The methanol was spun or rotated out after cooling the mixture. 23.5 g of benzylbromide were then added, followed by stirring for 20 hours at room temperature. The reaction mixture was then acidified with 2N HCl and mixed with 1500 ml of water. The mixture was then extracted with diethyl ether and the ether phase was discarded. The... Reaction SMILES: Cl[C:2]1[CH:7]=[C:6]([C:8]2[N:13]=[C:12]([C:14]([F:17])([F:16])[F:15])[CH:11]=[C:10]([C:18]3[CH:23]=[CH:22][C:21]([C:24]([F:27])([F:26])[F:25])=[CH:20][CH:19]=3)[N:9]=2)[CH:5]=[CH:4][N:3]=1.[CH3:28][C:29]([CH3:45])([CH3:44])[CH2:30][O:31][S:32]([C:35]1[CH:36]=[C:37](B(O)O)[CH:38]=[CH:39][CH:40]=1)(=[O:34])=[O:33]>>[CH3:28][C:29]([CH3:45])([CH3:44])[CH2:30][O:31][S:32]([C:35]1[CH:36]=[CH:37][CH:38]=[C:39]([C:2]2[CH:7]=[C:6]([C:8]3[N:13]=[C:12]([C:14]([F:17])([F:16])[F:15])[CH:11]=[C:10]([C:18]4[CH:23]=[CH:22][C:21]([C:24]([F:27])([F:26])[F:25])=[CH:20][CH:19]=4)[N:9]=3)[CH:5]=[CH:4][N:3]=2)[CH:40]=1)(=[O:34])=[O:33]. The yield is 86.0%. Product: CC(COS(=O)(=O)C1=CC(=CC=C1)C1=NC=CC(=C1)C1=NC(=CC(=N1)C(F)(F)F)C1=CC=C(C=C1)C(F)(F)F)(C)C (3-{4-[4-Trifluoromethyl-6-(4-trifluoromethyl-phenyl)-pyrimidin-2-yl]-pyridin-2-yl}-benzenesulfonic acid 2,2-dimethyl-propyl ester), solid. Procedure: 3-{4-[4-Trifluoromethyl-6-(4-trifluoromethyl-phenyl)-pyrimidin-2-yl]-pyridin-2-yl}-benzenesulfonic acid 2,2-dimethyl-propyl ester was prepared from 2-(2-chloro-pyridin-4-yl)-4-trifluoromethyl-6-(4-trifluoromethyl-phenyl)-pyrimidine (example E.6) (1.0 g, 2.5 mmol) and 3-(2,2-dimethyl-propyloxysulfonyl)-benzeneboronic acid (example F.4) (1.09 g, 4.0 mmol) according to the general procedure VI. Obtained as an off-white solid (1.28 g, 86%). MS (ISP) 595.7 [(M+H)+]; mp 168.5° C. Starting materials: ClC1=NC=CC(=C1)C1=NC(=CC(=N1)C(F)(F)F)C1=CC=C(C=C1)C(F)(F)F (2-(2-chloro-pyridin-4-yl)-4-trifluoromethyl-6-(4-trifluoromethyl-phenyl)-pyrimidine), CC(COS(=O)(=O)C=1C=C(C=CC1)B(O)O)(C)C (3-(2,2-Dimethyl-propyloxysulfonyl)-benzeneboronic acid). The reactants are CC1=NN(C(=N1)C)C1=CC=C(C(=O)C(C(=O)OCC)=CC2=C(C=CC=C2)Cl)C=C1 (Ethyl 2-[4'-(3,5-dimethyl-1,2,4-triazol-1-yl)benzoyl]-3-(2'-chlorophenyl)propenoate), N1=C(C=CC=C1)NC(\C=C(\C)/N)=O (N-(2-pyridyl)-3-aminocrotonamide). The solvent is C(C)O (ethanol). Product: ClC1=C(C=CC=C1)C1C(=C(NC(=C1C(NC1=NC=CC=C1)=O)C)C1=CC=C(C=C1)N1N=C(N=C1C)C)C(=O)OCC (4-(2-Chlorophenyl)-1,4-dihydro-2-[4-(3,5-dimethyl-1,2,4-triazol-1-yl)phenyl]-3-ethoxycarbonyl-6-methyl-5-[N-(2-pyridyl)carbamoyl]pyridine). The yield is 6.4%. As a reaction SMILES: [CH3:1][C:2]1[N:6]=[C:5]([CH3:7])[N:4]([C:8]2[CH:29]=[CH:28][C:11]([C:12]([C:14](=[CH:20][C:21]3[CH:26]=[CH:25][CH:24]=[CH:23][C:22]=3[Cl:27])[C:15]([O:17][CH2:18][CH3:19])=[O:16])=O)=[CH:10][CH:9]=2)[N:3]=1.[N:30]1[CH:35]=[CH:34][CH:33]=[CH:32][C:31]=1[NH:36][C:37](=[O:42])/[CH:38]=[C:39](\[NH2:41])/[CH3:40]>C(O)C>[Cl:27][C:22]1[CH:23]=[CH:24][CH:25]=[CH:26][C:21]=1[CH:20]1[C:38]([C:37](=[O:42])[NH:36][C:31]2[CH:32]=[CH:33][CH:34]=[CH:35][N:30]=2)=[C:39]([CH3:40])[NH:41][C:12]([C:11]2[CH:28]=[CH:29][C:8]([N:4]3[C:5]([CH3:7])=[N:6][C:2]([CH3:1])=[N:3]3)=[CH:9][CH:10]=2)=[C:14]1[C:15]([O:17][CH2:18][CH3:19])=[O:16]. Reported procedure: A mixture of the product from step (a) (566 mg, 1.38 mol) and N-(2-pyridyl)-3-aminocrotonamide (245 mg, 1.38 mmol) in ethanol (10 ml) was heated at reflux under nitrogen for 8 hours. The solvent was removed and the residue purified by flash chromatography (eluting with 2% diethylamine in ethyl acetate) to afford the title compound (50 mg, 6%) as a white solid, m.p. 130° C.